This data is from the Open Reaction Database (ORD), a public repository of structured organic reaction records. The task is: describe an organic reaction: reactants, conditions, products, and yield Starting materials: CO, COCOc1ccc2ccc(C)nc2c1[N+](=O)[O-], C1COCCO1, O=[Se]=O. The product is COCOc1ccc2ccc(C=O)nc2c1[N+](=O)[O-]. Reaction SMILES: [CH3:28][OH:29].[CH3:4][O:5][CH2:6][O:7][c:8]1[cH:9][cH:10][c:11]2[cH:12][cH:13][c:14]([CH3:21])[n:15][c:16]2[c:17]1[N+:18](=[O:19])[O-:20].[O:22]1[CH2:23][CH2:24][O:25][CH2:26][CH2:27]1.[Se:1](=[O:2])=[O:3]>>[O:2]=[CH:21][c:14]1[cH:13][cH:12][c:11]2[cH:10][cH:9][c:8]([O:7][CH2:6][O:5][CH3:4])[c:17]([N+:18](=[O:19])[O-:20])[c:16]2[n:15]1.